From a dataset of the Open Reaction Database (ORD), a public repository of structured organic reaction records. describe an organic reaction: reactants, conditions, products, and yield Starting materials: [OH-].[K+] (potassium hydroxide), C([O-])([O-])=O.[Na+].[Na+] (sodium carbonate), stainless steel, dipotassium, C1(=CC=C(C=C1)S(=O)(=O)O)C1=CC=C(C=C1)S(=O)(=O)O (biphenyl-4,4'-disulfonic acid), Cl (hydrochloric acid). Run in O (water), O (water), O (water). Run at temperature 320 celsius. Yields the product OC1=CC=C(C=C1)C1=CC=C(C=C1)O (4,4'-dihydroxybiphenyl). Isolated yield 92.0%. RXN SMILES: [OH-:1].[K+].[C:3](=[O:6])([O-])[O-].[Na+].[Na+].[C:9]1([C:19]2[CH:24]=[CH:23]C(S(O)(=O)=O)=[CH:21][CH:20]=2)[CH:14]=[CH:13][C:12](S(O)(=O)=O)=[CH:11][CH:10]=1.Cl>O>[OH:1][C:12]1[CH:13]=[CH:14][C:9]([C:19]2[CH:24]=[CH:23][C:3]([OH:6])=[CH:21][CH:20]=2)=[CH:10][CH:11]=1 |f:0.1,2.3.4|. Procedure details: 400 g (6.1 moles) of potassium hydroxide having a water content of 15% by weight and 40 g (0.38 mole) of sodium carbonate were initially taken in a stirred 1 1 V2A stainless steel kettle and 195 g (0.5 mole) of the dipotassium salt of biphenyl-4,4'-disulfonic acid were introduced at 280° C. The temperature was then increased to 320° C., this temperature was maintained for 3 hours and the melt was cooled by constantly metering in water and simultaneously reducing the heating bath temperature. The...